This data is from the Open Reaction Database (ORD), a public repository of structured organic reaction records. The task is: describe an organic reaction: reactants, conditions, products, and yield Reactants: C(C1=CC=CC=C1)(=O)N1CCC=2NC=3C=CC=C(C3C2CC1)Br (3-benzoyl-10-bromo-1,2,3,4,5,6-hexahydroazepino[4,5-b]indole), C1(=CC=CC=C1)O (phenol), C([O-])([O-])=O.[Cs+].[Cs+] (cesium carbonate). Reagents/catalysts: [Cu-]=O (copper(I) oxide). Solvent: CC=1C=CC=CC1C (o-xylene). The product is colorless solid, C(C1=CC=CC=C1)(=O)N1CCC=2NC=3C=CC=C(C3C2CC1)OC1=CC=CC=C1 (3-benzoyl-10-phenoxy-1,2,3,4,5,6-hexahydroazepino[4,5-b]indole). The yield is 29.0%. As a reaction SMILES: [C:1]([N:9]1[CH2:22][CH2:21][C:20]2[C:19]3[C:18](Br)=[CH:17][CH:16]=[CH:15][C:14]=3[NH:13][C:12]=2[CH2:11][CH2:10]1)(=[O:8])[C:2]1[CH:7]=[CH:6][CH:5]=[CH:4][CH:3]=1.[C:24]1([OH:30])[CH:29]=[CH:28][CH:27]=[CH:26][CH:25]=1.C(=O)([O-])[O-].[Cs+].[Cs+]>CC1C=CC=CC=1C.[Cu-]=O>[C:1]([N:9]1[CH2:22][CH2:21][C:20]2[C:19]3[C:18]([O:30][C:24]4[CH:29]=[CH:28][CH:27]=[CH:26][CH:25]=4)=[CH:17][CH:16]=[CH:15][C:14]=3[NH:13][C:12]=2[CH2:11][CH2:10]1)(=[O:8])[C:2]1[CH:7]=[CH:6][CH:5]=[CH:4][CH:3]=1 |f:2.3.4|. Procedure: A mixture of 3-benzoyl-10-bromo-1,2,3,4,5,6-hexahydroazepino[4,5-b]indole (1.85 g, 5.00 mmol), phenol (0.94 g, 10.0 mmol), copper(I) oxide (0.036 g, 0.25 mmol), and cesium carbonate (4.89 g, 15.0 mmol) in o-xylene was reacted in a similar manner to Preparation 10 to afford 0.55 g (29%) of colorless solid as the title compound: mp 179-182° C. (CH2Cl2/hexane); IR (KBr) 1601, 3226 cm−1; 1H NMR (300 MHz, CDCl3) δ 8.40-8.24, 7.43-7.34, 7.05-6.90, 6.55-6.50, 4.00-3.90, 3.64-3.55, 3.29-2.84; 13C NMR (7... Starting materials: C(CCCCC)(=O)O (hexanoic acid), ON1C(CCC1=O)=O (N-hydroxy succinimide), C1CCC(CC1)N=C=NC2CCCCC2 (DCCI). The solvent is CN(C)C=O (DMF). Reaction conditions: time 5 hour. The product is C(CCCCC)(=O)ON1C(CCC1=O)=O (N-hexanoyloxy succinimide). Yield: 74.3%. As a reaction SMILES: [C:1]([OH:8])(=[O:7])[CH2:2][CH2:3][CH2:4][CH2:5][CH3:6].O[N:10]1[C:14](=[O:15])[CH2:13][CH2:12][C:11]1=[O:16].C1CCC(N=C=NC2CCCCC2)CC1>CN(C=O)C>[C:1]([O:8][N:10]1[C:14](=[O:15])[CH2:13][CH2:12][C:11]1=[O:16])(=[O:7])[CH2:2][CH2:3][CH2:4][CH2:5][CH3:6]. Procedure details: To a solution of 4.64 g (0.04 mol) of hexanoic acid and 5.75 g (0.05 mol) of N-hydroxy succinimide in 100 mL distilled DMF, 10.3 g (0.05 mol) of DCCI was added. The mixture was cooled with an ice-water bath and stirred for 5 h. The dicyclohexyl urea (DCU) precipitate was removed by filtration, and the DMF solvent was removed by vacuum rotary evaporation. The yellow oil residue was washed with water and hexane to yield a white solid, which was vacuum dried at 78° C. to give 6.34 g (74%) of N-hexa... Reactants: CC(=CCC(C#N)c1cccc(C(O[SiH](c2ccccc2)c2ccccc2)C(C)(C)C)c1)c1ccc2c(c1)C(C)(C)CCC2(C)C, CC(C)C[Al+]CC(C)C, CCOCC, [H-]. Yields the product CC(=CCC(C=O)c1cccc(C(O[SiH](c2ccccc2)c2ccccc2)C(C)(C)C)c1)c1ccc2c(c1)C(C)(C)CCC2(C)C. As a reaction SMILES: [C:11]([CH3:12])([CH3:13])([CH3:14])[CH:15]([c:16]1[cH:17][c:18]([CH:22]([C:23]#[N:24])[CH2:25][CH:26]=[C:27]([CH3:28])[c:29]2[cH:30][c:31]3[c:36]([cH:37][cH:38]2)[C:35]([CH3:39])([CH3:40])[CH2:34][CH2:33][C:32]3([CH3:41])[CH3:42])[cH:19][cH:20][cH:21]1)[O:43][SiH:44]([c:45]1[cH:46][cH:47][cH:48][cH:49][cH:50]1)[c:51]1[cH:52][cH:53][cH:54][cH:55][cH:56]1.[CH2:2]([Al+:3][CH2:4][CH:5]([CH3:6])[CH3:7])[CH:8]([CH3:9])[CH3:10].[CH3:57][CH2:58][O:59][CH2:60][CH3:61].[H-:1]>>[C:11]([CH3:12])([CH3:13])([CH3:14])[CH:15]([c:16]1[cH:17][c:18]([CH:22]([CH:23]=[O:59])[CH2:25][CH:26]=[C:27]([CH3:28])[c:29]2[cH:30][c:31]3[c:36]([cH:37][cH:38]2)[C:35]([CH3:39])([CH3:40])[CH2:34][CH2:33][C:32]3([CH3:41])[CH3:42])[cH:19][cH:20][cH:21]1)[O:43][SiH:44]([c:45]1[cH:46][cH:47][cH:48][cH:49][cH:50]1)[c:51]1[cH:52][cH:53][cH:54][cH:55][cH:56]1. Reaction SMILES: [CH3:47][S:48](=[O:49])[CH3:50].[CH:37]([N:38]([CH:39]([CH3:40])[CH3:41])[CH2:42][CH3:43])([CH3:44])[CH3:45].[OH2:46].[c:20]1(-[c:26]2[n:27][s:28][c:29]([N:31]3[CH2:32][CH2:33][NH:34][CH2:35][CH2:36]3)[n:30]2)[cH:21][cH:22][cH:23][cH:24][cH:25]1.[n:1]1[c:2]([NH:11][C:12]([O:13][CH2:14][C:15]([Cl:16])([Cl:17])[Cl:18])=[O:19])[cH:3][cH:4][c:5]2[cH:6][cH:7][cH:8][cH:9][c:10]12>>[n:1]1[c:2]([NH:11][C:12](=[O:19])[N:34]2[CH2:33][CH2:32][N:31]([c:29]3[s:28][n:27][c:26](-[c:20]4[cH:21][cH:22][cH:23][cH:24][cH:25]4)[n:30]3)[CH2:36][CH2:35]2)[cH:3][cH:4][c:5]2[cH:6][cH:7][cH:8][cH:9][c:10]12. The reactants are CS(C)=O, CCN(C(C)C)C(C)C, O, c1ccc(-c2nsc(N3CCNCC3)n2)cc1, O=C(Nc1ccc2ccccc2n1)OCC(Cl)(Cl)Cl. The product is O=C(Nc1ccc2ccccc2n1)N1CCN(c2nc(-c3ccccc3)ns2)CC1.